From a dataset of the Open Reaction Database (ORD), a public repository of structured organic reaction records. describe an organic reaction: reactants, conditions, products, and yield The reactants are ClC(=O)OC (methyl chloroformate), C(C)OC(=O)N1C2=C(C(CC1CC)NCC1=CC(=CC(=C1)C(F)(F)F)C(F)(F)F)C(=NN2C)C (4-(3,5-bis-trifluoromethyl-benzylamino)-6-ethyl-1,3-dimethyl-1,4,5,6-tetrahydro-pyrazolo[3,4-b]pyridine-7-carboxylic acid ethyl ester), C(=O)([O-])[O-].[K+].[K+] (K2CO3), C1CCOC1 (THF). Solvent: O (Water). Reaction conditions: time 30 minute. Product: C(C)OC(=O)N1C2=C(C(CC1CC)N(C(=O)OC)CC1=CC(=CC(=C1)C(F)(F)F)C(F)(F)F)C(=NN2C)C (4-[(3,5-Bis-trifluoromethyl-benzyl)-methoxycarbonyl-amino]-6-ethyl-1,3-dimethyl-1,4,5,6-tetrahydro-pyrazolo[3,4-b]pyridine-7-carboxylic acid ethyl ester). Reaction SMILES: [CH2:1]([O:3][C:4]([N:6]1[CH:11]([CH2:12][CH3:13])[CH2:10][CH:9]([NH:14][CH2:15][C:16]2[CH:21]=[C:20]([C:22]([F:25])([F:24])[F:23])[CH:19]=[C:18]([C:26]([F:29])([F:28])[F:27])[CH:17]=2)[C:8]2[C:30]([CH3:34])=[N:31][N:32]([CH3:33])[C:7]1=2)=[O:5])[CH3:2].C([O-])([O-])=O.[K+].[K+].C1COCC1.Cl[C:47]([O:49][CH3:50])=[O:48]>O>[CH2:1]([O:3][C:4]([N:6]1[CH:11]([CH2:12][CH3:13])[CH2:10][CH:9]([N:14]([CH2:15][C:16]2[CH:17]=[C:18]([C:26]([F:27])([F:29])[F:28])[CH:19]=[C:20]([C:22]([F:23])([F:24])[F:25])[CH:21]=2)[C:47]([O:49][CH3:50])=[O:48])[C:8]2[C:30]([CH3:34])=[N:31][N:32]([CH3:33])[C:7]1=2)=[O:5])[CH3:2] |f:1.2.3|. Reported procedure: 4-(3,5-Bis-trifluoromethyl-benzylamino)-6-ethyl-1,3-dimethyl-1,4,5,6-tetrahydro-pyrazolo[3,4-b]pyridine-7-carboxylic acid ethyl ester (0.02 g, 0.04 mmol) obtained in step (vi), and K2CO3 (0.016 g, 0.12 mmol) were charged to a flask under a nitrogen atmosphere. Dry THF (5 mL) was added to this mixture, and the resulting mixture was stirred at room temperature for about 30 min, after which time methyl chloroformate (0.011 g, 0.12 mmol) was added dropwise. The reaction was stirred at room temperatu...